Task: describe an organic reaction: reactants, conditions, products, and yield. Dataset: the Open Reaction Database (ORD), a public repository of structured organic reaction records Reactants: N[C@@H]1CN2CCC1CC2 ((S)-3-amino-1-azabicyclo[2.2.2]octane), CN1C(=C(C2=CC=CC=C12)C(=O)OCC)C (ethyl 1,2-dimethylindole-3-carboxylate), C=1(C=2C=C3N(C2C=CC1)CCCC3)C(=O)OC (methyl 6,7,8,9-tetrahydropyrido[1,2-a]indole-1-carboxylate). Product: N12C[C@H](C(CC1)CC2)NC(=O)C2=C1C=C3N(C1=CC=C2)CCCC3 ((S)-1-[(1-azabicyclo[2.2.2]oct-3-yl)aminocarbonyl]-6,7,8,9-tetrahydropyrido[1,2-a]indole). The yield is 82.0%. RXN SMILES: [NH2:1][C@H:2]1[CH:7]2[CH2:8][CH2:9][N:4]([CH2:5][CH2:6]2)[CH2:3]1.CN1C2C(=CC=CC=2)C(C(OCC)=O)=C1C.[C:26]1([C:39](OC)=[O:40])[C:27]2[CH:28]=[C:29]3[CH2:38][CH2:37][CH2:36][CH2:35][N:30]3[C:31]=2[CH:32]=[CH:33][CH:34]=1>>[N:4]12[CH2:9][CH2:8][CH:7]([CH2:6][CH2:5]1)[C@H:2]([NH:1][C:39]([C:26]1[CH:34]=[CH:33][CH:32]=[C:31]3[C:27]=1[CH:28]=[C:29]1[CH2:38][CH2:37][CH2:36][CH2:35][N:30]13)=[O:40])[CH2:3]2. Reported procedure: Proceeding as in Example 2, Method B, but replacing (RS)-3-amino-1-azabicyclo[2.2.2]octane with (S)-3-amino-1-azabicyclo[2.2.2]octane and ethyl 1,2-dimethylindole-3-carboxylate with methyl 6,7,8,9-tetrahydropyrido[1,2-a]indole-1-carboxylate, from Example 1, there was prepared (S)-1-[(1-azabicyclo[2.2.2]oct-3-yl)aminocarbonyl]-6,7,8,9-tetrahydropyrido[1,2-a]indole (82% yield), m.p. 163°-164° C.